From a dataset of the Open Reaction Database (ORD), a public repository of structured organic reaction records. describe an organic reaction: reactants, conditions, products, and yield Reactants: COC(C1=CC(C(=O)OC)=CC(=C1)O)=O (dimethyl-5-hydroxyisophthalate), C(C)(=O)O (acetic acid). The reagents and catalysts are [Rh] (rhodium on alumina). Solvent: CO (methanol). Run at time 8 hour. Product: COC(=O)C1CC(CC(C1)O)C(=O)OC (5-Hydroxy-cyclohexane-1,3-dicarboxylic acid dimethyl ester). Isolated yield 83.6%. Reaction SMILES: [CH3:1][O:2][C:3](=[O:15])[C:4]1[CH:13]=[C:12]([OH:14])[CH:11]=[C:6]([C:7]([O:9][CH3:10])=[O:8])[CH:5]=1.C(O)(=O)C>CO.[Rh]>[CH3:10][O:9][C:7]([CH:6]1[CH2:11][CH:12]([OH:14])[CH2:13][CH:4]([C:3]([O:2][CH3:1])=[O:15])[CH2:5]1)=[O:8]. Procedure: To a solution of dimethyl-5-hydroxyisophthalate (3.50 g, 16.6 mmol) in methanol (60.0 mL) was added 5% rhodium on alumina (0.80 g) at 0° C., followed by acetic acid (0.60 mL, 10.6 mmol). The reaction mixture was shaken under hydrogen (55 psi) at room temperature overnight and then filtered through Celite® and concentrated under reduced pressure. The residue was purified by CombiFlash® system (12 g silica gel cartridge; gradient: 0 to 50% ethyl acetate in DCM over 30 min) to give 3.00 g (83%) of ...